This data is from the Open Reaction Database (ORD), a public repository of structured organic reaction records. The task is: describe an organic reaction: reactants, conditions, products, and yield Starting materials: COCCN, COc1ccc(-c2nn3c(Cl)cccc3c2-c2ccnc(NC3CCCC3)n2)cc1. Product: COCCNc1cccc2c(-c3ccnc(NC4CCCC4)n3)c(-c3ccc(OC)cc3)nn12. Reaction SMILES: [CH3:31][O:32][CH2:33][CH2:34][NH2:35].[Cl:1][c:2]1[cH:3][cH:4][cH:5][c:6]2[n:7]1[n:8][c:9](-[c:23]1[cH:24][cH:25][c:26]([O:29][CH3:30])[cH:27][cH:28]1)[c:10]2-[c:11]1[n:12][c:13]([NH:17][CH:18]2[CH2:19][CH2:20][CH2:21][CH2:22]2)[n:14][cH:15][cH:16]1>>[c:2]1([NH:35][CH2:34][CH2:33][O:32][CH3:31])[cH:3][cH:4][cH:5][c:6]2[n:7]1[n:8][c:9](-[c:23]1[cH:24][cH:25][c:26]([O:29][CH3:30])[cH:27][cH:28]1)[c:10]2-[c:11]1[n:12][c:13]([NH:17][CH:18]2[CH2:19][CH2:20][CH2:21][CH2:22]2)[n:14][cH:15][cH:16]1.